This data is from the Open Reaction Database (ORD), a public repository of structured organic reaction records. The task is: describe an organic reaction: reactants, conditions, products, and yield Product: C1(CC1)C(=O)N[C@H]1CC[C@H](CC1)NC(=O)C1=CNC2=C1N=CN=C2C2=C(C=CC=1OCOC12)OCCOC (cis-4-[5-(2-Methoxy-ethoxy)-benzo[1,3]dioxol-4-yl]-5H-pyrrolo[3,2-d]pyrimidine-7-carboxylic acid [4-(cyclopropanecarbonyl-amino)-cyclohexyl]-amide). As a reaction SMILES: [NH2:1][C@@H:2]1[CH2:7][CH2:6][C@H:5]([NH:8][C:9]([C:11]2[C:15]3[N:16]=[CH:17][N:18]=[C:19]([C:20]4[C:28]5[O:27][CH2:26][O:25][C:24]=5[CH:23]=[CH:22][C:21]=4[O:29][CH2:30][CH2:31][O:32][CH3:33])[C:14]=3[NH:13][CH:12]=2)=[O:10])[CH2:4][CH2:3]1.[CH:34]1([C:37](Cl)=[O:38])[CH2:36][CH2:35]1>>[CH:34]1([C:37]([NH:1][C@@H:2]2[CH2:3][CH2:4][C@H:5]([NH:8][C:9]([C:11]3[C:15]4[N:16]=[CH:17][N:18]=[C:19]([C:20]5[C:28]6[O:27][CH2:26][O:25][C:24]=6[CH:23]=[CH:22][C:21]=5[O:29][CH2:30][CH2:31][O:32][CH3:33])[C:14]=4[NH:13][CH:12]=3)=[O:10])[CH2:6][CH2:7]2)=[O:38])[CH2:36][CH2:35]1. Procedure: Starting from cis-4-[5-(2-methoxy-ethoxy)-benzo[1,3]dioxol-4-yl]-5H-pyrrolo[3,2-d]pyrimidine-7-carboxylic acid (4-amino-cyclohexyl)-amide (example A186) and cyclopropanecarbonyl chloride the title compound was obtained as colorless solid. The reactants are N[C@H]1CC[C@H](CC1)NC(=O)C1=CNC2=C1N=CN=C2C2=C(C=CC=1OCOC12)OCCOC (cis-4-[5-(2-methoxy-ethoxy)-benzo[1,3]dioxol-4-yl]-5H-pyrrolo[3,2-d]pyrimidine-7-carboxylic acid (4-amino-cyclohexyl)-amide), C1(CC1)C(=O)Cl (cyclopropanecarbonyl chloride). The reactants are C(C)(CC)[Li] (sec-Butyllithium), solution, C(CCCCC)OC=1C(=C(C=CC1)F)F (3-Hexyloxy-1,2-difluorobenzene), [Cl-].[NH4+] (ammonium chloride), O1CCOC12CCC(CC2)=O (1,4-dioxaspiro[4.5]decan-8-one). Run in CCCCCC (n-hexane), C1CCCCC1 (cyclohexane), C1CCOC1 (THF), C(C)(=O)OCC (ethyl acetate), C1CCOC1 (THF). Reaction conditions: time 2 hour. Yields the product C(CCC)OC1=C(C(=C(C=C1)C1(CCC2(OCCO2)CC1)O)F)F (8-(4-butoxy-2,3-difluorophenyl)-1,4-dioxaspiro[4.5]decan-8-ol). Reaction SMILES: [CH2:1]([O:7][C:8]1[C:9]([F:15])=[C:10]([F:14])[CH:11]=[CH:12][CH:13]=1)[CH2:2][CH2:3][CH2:4]CC.C([Li])(CC)C.[O:21]1[C:25]2([CH2:30][CH2:29][C:28](=[O:31])[CH2:27][CH2:26]2)[O:24][CH2:23][CH2:22]1.[Cl-].[NH4+]>CCCCCC.C1CCCCC1.C(OCC)(=O)C.C1COCC1>[CH2:1]([O:7][C:8]1[CH:13]=[CH:12][C:11]([C:28]2([OH:31])[CH2:29][CH2:30][C:25]3([O:24][CH2:23][CH2:22][O:21]3)[CH2:26][CH2:27]2)=[C:10]([F:14])[C:9]=1[F:15])[CH2:2][CH2:3][CH3:4] |f:3.4|. Procedure: 3-Hexyloxy-1,2-difluorobenzene (s-11) (100 g) and THF (1000 ml) were put in a reaction vessel under an atmosphere of nitrogen and cooled to −74° C. sec-Butyllithium (a 1.00 M solution in n-hexane and cyclohexane; 500 ml) was added dropwide thereto in the temperature range of −74° C. to −70° C., and the stirring was continued for another 2 hours. Then, 1,4-dioxaspiro[4.5]decan-8-one (s-12) (72.9 g) in a THF (200 ml) solution was added dropwise thereto in the temperature range of −75° C. to −70° C... The reactants are C(C)(C)(C)OC(=O)N1[C@@H](CC(C1)=O)C(=O)O ((2S)-1-(tert-butoxycarbonyl)-4-oxo-2-pyrrolidinecarboxylic acid), Cl.C(C)ON (O-ethylhydroxylamine hydrochloride), N1=CC=CC=C1 (pyridine). Solvent: C(C)O (ethanol). Yields the product C(C)(C)(C)OC(=O)N1C(CC(C1)=NOCC)C(=O)O (tert-butoxycarbonyl-4-(ethoxyimino)-2-pyrrolidinecarboxylic acid). Isolated yield 91.8%. As a reaction SMILES: [C:1]([O:5][C:6]([N:8]1[CH2:12][C:11](=O)[CH2:10][C@H:9]1[C:14]([OH:16])=[O:15])=[O:7])([CH3:4])([CH3:3])[CH3:2].Cl.[CH2:18]([O:20][NH2:21])[CH3:19].N1C=CC=CC=1>C(O)C>[C:1]([O:5][C:6]([N:8]1[CH2:12][C:11](=[N:21][O:20][CH2:18][CH3:19])[CH2:10][CH:9]1[C:14]([OH:16])=[O:15])=[O:7])([CH3:4])([CH3:3])[CH3:2] |f:1.2|. Procedure details: A solution was made containing (2S)-1-(tert-butoxycarbonyl)-4-oxo-2-pyrrolidinecarboxylic acid (5.0 g, 22 mmol) and O-ethylhydroxylamine hydrochloride (6.4 g, 65.5 mmol) in a 1:1 mixture of pyridine and ethanol (100 ml). The reaction was heated to reflux for 2.5 h before cooling and removal of solvent. The residue was dissolved in ethyl acetate and washed rapidly with 1.3N HCl (40 ml). The acidic layer was then extracted with ethyl acetate (3×20 ml) and the combined organic layers washed with br... As a reaction SMILES: [BH4-:44].[C:1]([CH2:2][CH2:3][CH2:4][CH2:5][CH2:6][CH2:7][CH2:8][CH2:9][CH2:10][CH2:11][CH2:12][CH2:13][CH2:14][CH2:15][CH2:16][CH2:17][CH3:18])(=[O:19])[NH:20][CH:21]([C:22](=[O:23])[O:24][CH2:25][CH3:26])[CH:27]([CH2:28][CH2:29][CH2:30][CH2:31][CH2:32][CH2:33][CH2:34][CH2:35][CH2:36][CH2:37][CH2:38][CH2:39][CH2:40][CH2:41][CH3:42])[OH:43].[Na+:45].[OH2:46]>>[C:1]([CH2:2][CH2:3][CH2:4][CH2:5][CH2:6][CH2:7][CH2:8][CH2:9][CH2:10][CH2:11][CH2:12][CH2:13][CH2:14][CH2:15][CH2:16][CH2:17][CH3:18])(=[O:19])[NH:20][CH:21]([CH2:22][OH:23])[CH:27]([CH2:28][CH2:29][CH2:30][CH2:31][CH2:32][CH2:33][CH2:34][CH2:35][CH2:36][CH2:37][CH2:38][CH2:39][CH2:40][CH2:41][CH3:42])[OH:43]. Starting materials: [BH4-], CCCCCCCCCCCCCCCCCC(=O)NC(C(=O)OCC)C(O)CCCCCCCCCCCCCCC, [Na+], O. Yields the product CCCCCCCCCCCCCCCCCC(=O)NC(CO)C(O)CCCCCCCCCCCCCCC. The reactants are S(=O)(Cl)Cl (Thionyl chloride), ClC1=C(C(=O)N)C=CC(=C1)[N+](=O)[O-] (2-chloro-4-nitrobenzamide). Run in C1=CC=CC=C1 (Benzene). Yields the product ClC1=C(C#N)C=CC(=C1)[N+](=O)[O-] (2-chloro-4-nitrobenzonitrile). Yield: 79.7%. Reaction SMILES: S(Cl)(Cl)=O.[Cl:5][C:6]1[CH:14]=[C:13]([N+:15]([O-:17])=[O:16])[CH:12]=[CH:11][C:7]=1[C:8]([NH2:10])=O>C1C=CC=CC=1>[Cl:5][C:6]1[CH:14]=[C:13]([N+:15]([O-:17])=[O:16])[CH:12]=[CH:11][C:7]=1[C:8]#[N:10]. Reported procedure: Thionyl chloride (1,000 g, 8.4 m) was then added to the 2-chloro-4-nitrobenzamide (200 g, 1 m) while the mixture was warmed. After addition, the mixture was refluxed for approximately three hours. The excess thionyl chloride was removed by distillation leaving a reaction mixture residue. Benzene (500 ml) was added to the cold reaction mixture residue to extract the reaction product. The extract was washed with diluted sodium hydroxide solution and water until neutralized and then dried over anhy...